This data is from the Open Reaction Database (ORD), a public repository of structured organic reaction records. The task is: describe an organic reaction: reactants, conditions, products, and yield Yields the product CCCCCCCCC1CCC(C)(C)c2[nH]c3cc(C(=O)OCC)ccc3c21. Reaction SMILES: [Br:21][CH2:22][CH2:23][CH2:24][CH2:25][CH2:26][CH2:27][CH2:28][CH3:29].[CH2:1]([CH3:2])[O:3][C:4](=[O:5])[c:6]1[cH:7][cH:8][c:9]2[c:10]([nH:11][c:12]3[c:13]2[CH2:14][CH2:15][CH2:16][C:17]3([CH3:18])[CH3:19])[cH:20]1>>[CH2:1]([CH3:2])[O:3][C:4](=[O:5])[c:6]1[cH:7][cH:8][c:9]2[c:10]([nH:11][c:12]3[c:13]2[CH:14]([CH2:22][CH2:23][CH2:24][CH2:25][CH2:26][CH2:27][CH2:28][CH3:29])[CH2:15][CH2:16][C:17]3([CH3:18])[CH3:19])[cH:20]1. The reactants are CCCCCCCCBr, CCOC(=O)c1ccc2c3c([nH]c2c1)C(C)(C)CCC3. Reactants: S([O-])(O)(=O)=O.[Na+] (sodium bisulfate), FC1=CC=CC(=N1)N1N=NN=C1N1CCN(CC1)C(=O)OC(C)(C)C (tert-butyl 4-(1-(6-fluoropyridin-2-yl)-1H-tetrazol-5-yl)piperazine-1-carboxylate), O.[OH-].[Li+] (lithium hydroxide monohydrate). Run in O (water), O1CCCC1 (tetrahydrofuran), O (water). Reaction conditions: temperature 25 celsius, time 11 day. Product: OC1=CC=CC(=N1)N1N=NN=C1N1CCN(CC1)C(=O)OC(C)(C)C (tert-butyl 4-(1-(6-hydroxypyridin-2-yl)-1H-tetrazol-5-yl)piperazine-1-carboxylate). RXN SMILES: F[C:2]1[N:7]=[C:6]([N:8]2[C:12]([N:13]3[CH2:18][CH2:17][N:16]([C:19]([O:21][C:22]([CH3:25])([CH3:24])[CH3:23])=[O:20])[CH2:15][CH2:14]3)=[N:11][N:10]=[N:9]2)[CH:5]=[CH:4][CH:3]=1.O.[OH-].[Li+].S(=O)(=O)(O)[O-:30].[Na+]>O1CCCC1.O>[OH:30][C:2]1[N:7]=[C:6]([N:8]2[C:12]([N:13]3[CH2:18][CH2:17][N:16]([C:19]([O:21][C:22]([CH3:25])([CH3:24])[CH3:23])=[O:20])[CH2:15][CH2:14]3)=[N:11][N:10]=[N:9]2)[CH:5]=[CH:4][CH:3]=1 |f:1.2.3,4.5|. Reported procedure: Part C″: To a solution of tert-butyl 4-(1-(6-fluoropyridin-2-yl)-1H-tetrazol-5-yl)piperazine-1-carboxylate (0.349 g, 1.00 mmol) in 20 mL of tetrahydrofuran at 25° C. was added a solution of lithium hydroxide monohydrate (0.084 g, 2.00 mmol) in 5 mL of water, and the resulting mixture was stirred at 25° C. for 11 days. The reaction mixture was diluted with water, the pH of the solution was adjusted to ˜pH 6 employing aqueous sodium bisulfate solution, and the mixture was extracted with ethyl acet... The reactants are C1(=CC=CC2=CC3=CC=CC=C3C=C12)C(=O)O (Anthracene-1-carboxylic acid), ClN1C(CCC1=O)=O (N-chlorosuccinimide). The solvent is CN1C(CCC1)=O (N-methylpyrrolidinone), O (H2O). Yields the product ClC1=C2C=CC=C(C2=CC2=CC=CC=C12)C(=O)O (10-chloroanthracene-1-carboxylic acid). Yield: 59.2%. RXN SMILES: [C:1]1([C:15]([OH:17])=[O:16])[C:14]2[C:5](=[CH:6][C:7]3[C:12]([CH:13]=2)=[CH:11][CH:10]=[CH:9][CH:8]=3)[CH:4]=[CH:3][CH:2]=1.[Cl:18]N1C(=O)CCC1=O>CN1CCCC1=O.O>[Cl:18][C:6]1[C:7]2[C:12](=[CH:11][CH:10]=[CH:9][CH:8]=2)[CH:13]=[C:14]2[C:5]=1[CH:4]=[CH:3][CH:2]=[C:1]2[C:15]([OH:17])=[O:16]. Procedure: Anthracene-1-carboxylic acid (15B, 24g, 0.108 mol) was treated with N-chlorosuccinimide (Aldrich, 24 g, 0.18 mol) in N-methylpyrrolidinone (Eastman, 600 mL) and heated under N2 at 90° for 1.5 h. The reaction mixture was diluted with H2O (3.5 L), filtered, dried, and the precipitate recrystallized from EtOAc to afford 16.41 g (59%) of 10-chloroanthracene-1-carboxylic acid mp 275°-277°, (C, H, Cl). Starting materials: FC=1C=C2C(C(NC2=CC1)=O)=O (5-fluoro-1H-indole-2,3-dione), [N+](=O)(O)[O-] (nitric acid). The solvent is OS(=O)(=O)O (H2SO4). Run at time 1 hour. Yields the product FC=1C=C2C(C(NC2=C(C1)[N+](=O)[O-])=O)=O (5-Fluoro-7-nitro-1H-indole-2,3-dione). The yield is 94.3%. As a reaction SMILES: [F:1][C:2]1[CH:3]=[C:4]2[C:8](=[CH:9][CH:10]=1)[NH:7][C:6](=[O:11])[C:5]2=[O:12].[N+:13]([O-])([OH:15])=[O:14]>OS(O)(=O)=O>[F:1][C:2]1[CH:3]=[C:4]2[C:8](=[C:9]([N+:13]([O-:15])=[O:14])[CH:10]=1)[NH:7][C:6](=[O:11])[C:5]2=[O:12]. Procedure details: To a solution of 5-fluoro-1H-indole-2,3-dione (2.5 g, 15.0 mmol) in conc. H2SO4 (9 mL) was added very slowly fuming nitric acid (1.5 mL) at −5 to 0° C. The reaction mixture was stirred at the same temperature for one hour. After completion of the reaction, the reaction mixture was poured onto crushed ice and the resulting precipitate was filtered, washed with water (2-3 times) and dried under vacuum to obtain the title compound as yellow solid (3 g, 94.30%) which was used for the next step direc... The reactants are ClC=1C=C(C=CC1)NC1=NC=C(C2=C1C=CN2CC)C(=O)OCC (ethyl 4-[(3-chlorophenyl)amino]-1-ethyl-1H-pyrrolo[3,2-c]pyridine-7-carboxylate), [OH-].[Na+] (sodium hydroxide). Run in CO (methanol). Product: ClC=1C=C(C=CC1)NC1=NC=C(C2=C1C=CN2CC)C(=O)O (4-[(3-Chlorophenyl)amino]-1-ethyl-1H-pyrrolo[3,2-c]pyridine-7-carboxylic acid). The yield is 13.6%. Reaction SMILES: [Cl:1][C:2]1[CH:3]=[C:4]([NH:8][C:9]2[C:14]3[CH:15]=[CH:16][N:17]([CH2:18][CH3:19])[C:13]=3[C:12]([C:20]([O:22]CC)=[O:21])=[CH:11][N:10]=2)[CH:5]=[CH:6][CH:7]=1.[OH-].[Na+]>CO>[Cl:1][C:2]1[CH:3]=[C:4]([NH:8][C:9]2[C:14]3[CH:15]=[CH:16][N:17]([CH2:18][CH3:19])[C:13]=3[C:12]([C:20]([OH:22])=[O:21])=[CH:11][N:10]=2)[CH:5]=[CH:6][CH:7]=1 |f:1.2|. Procedure: A mixture of ethyl 4-[(3-chlorophenyl)amino]-1-ethyl-1H-pyrrolo[3,2-c]pyridine-7-carboxylate (0.160 g) and 2M sodium hydroxide (0.5 ml) in methanol (1.5 ml) was irradiated at 120° C. for 3 minutes with microwaves. The solvent was evaporated and the residue partitioned between ethyl acetate and water. The aqueous layer was removed, acidified to pH1 and extracted with ethyl acetate three times. The combined organic layers were washed with brine, dried (MgSO4), filtered and evaporated to afford the... Yields the product FC(C1=C(C=O)C=CC(=C1)[N+](=O)[O-])(F)F (2-trifluoromethyl-4-nitrobenzaldehyde), C1(CC(CCC1)=O)=O (cyclohexane-1,3-dione), C(C)OC(CC(N)=N)=O (amidinoacetic acid ethyl ester). As a reaction SMILES: [CH2:1]([O:3][C:4]([C:6]1[CH:15]([C:16]2[CH:21]=[CH:20][C:19]([N+:22]([O-:24])=[O:23])=[CH:18][C:17]=2[C:25]([F:28])([F:27])[F:26])[C:14]2[C:13](=[O:29])[CH2:12][CH2:11][CH2:10][C:9]=2[NH:8][C:7]=1[NH2:30])=[O:5])[CH3:2].C([OH:33])C>>[F:26][C:25]([F:28])([F:27])[C:17]1[CH:18]=[C:19]([N+:22]([O-:24])=[O:23])[CH:20]=[CH:21][C:16]=1[CH:15]=[O:33].[C:13]1(=[O:29])[CH2:12][CH2:11][CH2:10][C:9](=[O:33])[CH2:14]1.[CH2:1]([O:3][C:4](=[O:5])[CH2:6][C:7](=[NH:8])[NH2:30])[CH3:2]. The reactants are C(C)OC(=O)C1=C(NC=2CCCC(C2C1C1=C(C=C(C=C1)[N+](=O)[O-])C(F)(F)F)=O)N (2-amino-4-(2-trifluoromethyl-4-nitrophenyl)-1,4,5,6,7,8-hexahydro-5-oxoquinoline-3-carboxylic acid ethyl ester), C(C)O (ethanol), C(C)O (ethanol). Procedure details: Upon heating a solution of 11.0 g. of 2-trifluoromethyl-4-nitrobenzaldehyde, 5.6 g of cyclohexane-1,3-dione and 6.5 g of amidinoacetic acid ethyl ester in 250 ml of ethanol of 2 hours, 2-amino-4-(2-trifluoromethyl-4-nitrophenyl)-1,4,5,6,7,8-hexahydro-5-oxoquinoline-3-carboxylic acid ethyl ester of melting point 264°C (ethanol) is obtained. Yield: 62% of theory. Reactants: C(C)(C)(C)OC([C@H]1N(CCC1)C(CCSC(C)=O)=O)=O (3-acetylthiopropanoyl-L-proline-t-butyl ester), C(C)(C)(C)OC([C@H]1N(CCC1)C(CCSC(C)=O)=O)=O (3-acetylthiopropanoyl-L-proline-t-butyl ester), N (ammonia). Yields the product C(C)(C)(C)OC([C@H]1N(CCC1)C(CCS)=O)=O (3-mercaptopropanoyl-L-proline-t-butyl ester). Reaction SMILES: [C:1]([O:5][C:6](=[O:20])[C@@H:7]1[CH2:11][CH2:10][CH2:9][N:8]1[C:12](=[O:19])[CH2:13][CH2:14][S:15]C(=O)C)([CH3:4])([CH3:3])[CH3:2].N>>[C:1]([O:5][C:6](=[O:20])[C@@H:7]1[CH2:11][CH2:10][CH2:9][N:8]1[C:12](=[O:19])[CH2:13][CH2:14][SH:15])([CH3:4])([CH3:2])[CH3:3]. Reported procedure: The product from step b, 3-acetylthiopropanoyl-L-proline-t-butyl ester, 0.5 g, was mixed with 4.5 ml of 5.5N methanolic ammonia at room temperature under nitrogen for one hour. The solvent was then removed at 25° C. with a rotary evaporator. After the product was taken up in methanol and reevaporated twice more in the rotary evaporator, the clear oily residue was dissolved in ethyl ether, washed twice with 5% potassium bisulphate and once with saturated NaCl, dried over MgSO4 and filtered. Resid...